From a dataset of the Open Reaction Database (ORD), a public repository of structured organic reaction records. describe an organic reaction: reactants, conditions, products, and yield The reactants are CN(CC(=O)O)NC(=O)NCc1ccccc1, CCOC(OCC)C(C)N(Cc1cccc2cccnc12)C(=O)C(N)CC(=O)OC(C)(C)C. Product: CCOC(OCC)C(C)N(Cc1cccc2cccnc12)C(=O)C(CC(=O)OC(C)(C)C)NC(=O)CN(C)NC(=O)NCc1ccccc1. As a reaction SMILES: [CH2:1]([c:2]1[cH:3][cH:4][cH:5][cH:6][cH:7]1)[NH:8][C:9](=[O:10])[NH:11][N:12]([CH3:13])[CH2:14][C:15](=[O:16])[OH:17].[NH2:18][CH:19]([CH2:20][C:21](=[O:22])[O:23][C:24]([CH3:25])([CH3:26])[CH3:27])[C:28](=[O:29])[N:30]([CH2:31][c:32]1[cH:33][cH:34][cH:35][c:36]2[cH:37][cH:38][cH:39][n:40][c:41]12)[CH:42]([CH:43]([O:44][CH2:45][CH3:46])[O:47][CH2:48][CH3:49])[CH3:50]>>[CH2:1]([c:2]1[cH:3][cH:4][cH:5][cH:6][cH:7]1)[NH:8][C:9](=[O:10])[NH:11][N:12]([CH3:13])[CH2:14][C:15](=[O:17])[NH:18][CH:19]([CH2:20][C:21](=[O:22])[O:23][C:24]([CH3:25])([CH3:26])[CH3:27])[C:28](=[O:29])[N:30]([CH2:31][c:32]1[cH:33][cH:34][cH:35][c:36]2[cH:37][cH:38][cH:39][n:40][c:41]12)[CH:42]([CH:43]([O:44][CH2:45][CH3:46])[O:47][CH2:48][CH3:49])[CH3:50]. Starting materials: Cn1c(CCNC(=O)OCc2ccccc2)nc(-c2ccncn2)cc1=O, CC(=O)O. The product is Cn1c(CCN)nc(-c2ccncn2)cc1=O. RXN SMILES: [CH2:1]([O:2][C:3](=[O:4])[NH:10][CH2:11][CH2:12][c:13]1[n:14]([CH3:26])[c:15](=[O:25])[cH:16][c:17](-[c:19]2[n:20][cH:21][n:22][cH:23][cH:24]2)[n:18]1)[c:5]1[cH:6][cH:7][cH:8][cH:9][cH:27]1.[CH3:28][C:29](=[O:30])[OH:31]>>[NH2:10][CH2:11][CH2:12][c:13]1[n:14]([CH3:26])[c:15](=[O:25])[cH:16][c:17](-[c:19]2[n:20][cH:21][n:22][cH:23][cH:24]2)[n:18]1. Starting materials: COB(OC)OC, [Li]CCCC, Fc1ccccc1F. The product is Oc1cccc(F)c1F. RXN SMILES: [CH3:14][O:15][B:16]([O:17][CH3:18])[O:19][CH3:20].[CH3:9][CH2:10][CH2:11][CH2:12][Li:13].[F:1][c:2]1[c:3]([F:8])[cH:4][cH:5][cH:6][cH:7]1>>[F:1][c:2]1[c:3]([F:8])[c:4]([OH:15])[cH:5][cH:6][cH:7]1. The reactants are OCCN (2-Hydroxyethylamine), C1(CCCCC1)=O (cyclohexanone). The product is O1CCNC12CCCCC2 (4-aza-1-oxaspiro[4.5]decane). RXN SMILES: [OH:1][CH2:2][CH2:3][NH2:4].[C:5]1(=O)[CH2:10][CH2:9][CH2:8][CH2:7][CH2:6]1>>[O:1]1[C:5]2([CH2:10][CH2:9][CH2:8][CH2:7][CH2:6]2)[NH:4][CH2:3][CH2:2]1. Procedure details: 2-Hydroxyethylamine and cyclohexanone were reacted according to Method B4a, Step 1 to afford 4-aza-1-oxaspiro[4.5]decane. The oxazolidine was reduced according to method B4a, Step 2 to afford N-cyclohexyl-N-(2-hydroxyethyl)amine. The alcohol was reacted with SOCl2 according to Method B7c to afford N-cyclohexyl-N-(2-chloroethyl)amine. The amine was reacted with 2-methoxy-4-nitrophenyl isothiocyanate according to Method C1d to afford 2-(2-methyl-4-nitrophenylimino)-3-cyclohexyl-1,3-thiazolidine. Procedure details: The subtitle compound was prepared from 2-hydroxy-3,4-dimethoxybenzonitrile and freshly distilled cyclopentyl bromide following the procedure described in Example 10(d). The crude product was purified on silica gel eluting with dichloromethane to give the subtitle compound as a colourless oil (95%). Rf 0.50 (dichloromethane). MS m/z 265 MNH4)+. As a reaction SMILES: [OH:1][C:2]1[C:9]([O:10][CH3:11])=[C:8]([O:12][CH3:13])[CH:7]=[CH:6][C:3]=1[C:4]#[N:5].[CH:14]1(Br)[CH2:18][CH2:17][CH2:16][CH2:15]1>>[CH:14]1([O:1][C:2]2[C:9]([O:10][CH3:11])=[C:8]([O:12][CH3:13])[CH:7]=[CH:6][C:3]=2[C:4]#[N:5])[CH2:18][CH2:17][CH2:16][CH2:15]1. Yields the product C1(CCCC1)OC1=C(C#N)C=CC(=C1OC)OC (2-Cyclopentyloxy-3,4-dimethoxybenzonitrile). Reactants: OC1=C(C#N)C=CC(=C1OC)OC (2-hydroxy-3,4-dimethoxybenzonitrile), C1(CCCC1)Br (cyclopentyl bromide). Yield: 95.0%. Reactants: Cl (hydrogen chloride), C(C)(C)(C)OC(=O)N1CCC(CC1)CC(CC1CCN(CC1)C(=O)OC(C)(C)C)CN(C)C (1,3-bis(1-tert-butoxycarbonyl-4-piperidinyl)-2-[(dimethylamino)methyl]propane). Run in C(C)(=O)OCC (ethyl acetate), C(C)(=O)OCC (ethyl acetate). Run at time 30 minute. Yields the product Cl.Cl.Cl.N1CCC(CC1)CC(CC1CCNCC1)CN(C)C (1,3-bis(4-piperidinyl)-2-[(dimethylamino)methyl]propane trihydrochoride). As a reaction SMILES: [ClH:1].C(OC([N:9]1[CH2:14][CH2:13][CH:12]([CH2:15][CH:16]([CH2:31][N:32]([CH3:34])[CH3:33])[CH2:17][CH:18]2[CH2:23][CH2:22][N:21](C(OC(C)(C)C)=O)[CH2:20][CH2:19]2)[CH2:11][CH2:10]1)=O)(C)(C)C>C(OCC)(=O)C>[ClH:1].[ClH:1].[ClH:1].[NH:9]1[CH2:14][CH2:13][CH:12]([CH2:15][CH:16]([CH2:31][N:32]([CH3:34])[CH3:33])[CH2:17][CH:18]2[CH2:19][CH2:20][NH:21][CH2:22][CH2:23]2)[CH2:11][CH2:10]1 |f:3.4.5.6|. Procedure: A 4N hydrogen chloride in ethyl acetate (1 ml; 4 mmol) was added to a solution in ethyl acetate (0.5 ml) of 1,3-bis(1-tert-butoxycarbonyl-4-piperidinyl)-2-[(dimethylamino)methyl]propane (67 mg; 0.14 mmol) synthesized by the process described in Referential Example 5, and the mixture was stirred at room temperature for 30 minutes. The reaction mixture was concentrated under reduced pressure to obtain crude crystals of 1,3-bis(4-piperidinyl)-2-[(dimethylamino)methyl]propane trihydrochoride. Starting materials: F[B-](F)(F)F.CC1=CC=C(C[S+](CC2=CC=C(C=C2)C)CC2=CC=C(C=C2)C)C=C1 (tris(p-methylbenzyl)sulfonium tetrafluoroborate), F[Sb-](F)(F)(F)(F)F.[Na+] (sodium hexafluoroantimonate). Product: F[Sb-](F)(F)(F)(F)F.CC1=CC=C(C[S+](CC2=CC=C(C=C2)C)CC2=CC=C(C=C2)C)C=C1 (tris(p-methylbenzyl)sulfonium hexafluoroantimonate). RXN SMILES: F[B-](F)(F)F.[CH3:6][C:7]1[CH:30]=[CH:29][C:10]([CH2:11][S+:12]([CH2:21][C:22]2[CH:27]=[CH:26][C:25]([CH3:28])=[CH:24][CH:23]=2)[CH2:13][C:14]2[CH:19]=[CH:18][C:17]([CH3:20])=[CH:16][CH:15]=2)=[CH:9][CH:8]=1.[F:31][Sb-:32]([F:37])([F:36])([F:35])([F:34])[F:33].[Na+]>>[F:31][Sb-:32]([F:37])([F:36])([F:35])([F:34])[F:33].[CH3:20][C:17]1[CH:18]=[CH:19][C:14]([CH2:13][S+:12]([CH2:11][C:10]2[CH:9]=[CH:8][C:7]([CH3:6])=[CH:30][CH:29]=2)[CH2:21][C:22]2[CH:27]=[CH:26][C:25]([CH3:28])=[CH:24][CH:23]=2)=[CH:15][CH:16]=1 |f:0.1,2.3,4.5|. Isolated yield 87.3%. Procedure: Analogously to Example 4c), 100 g (230 mmol) of tris(p-methylbenzyl)sulfonium tetrafluoroborate are reacted with 119.0 g (460 mmol) of sodium hexafluoroantimonate. Recrystallization in isopropanol gives 117.1 g (87% of theory) of tris(p-methylbenzyl)sulfonium hexafluoroantimonate in the form of white crystals of melting point 88°-91° C. RXN SMILES: [CH2:1]([N:6]1[CH2:11][CH2:10][N:9]([C:12]2[CH:17]=[CH:16][C:15]([N+:18]([O-:20])=[O:19])=[CH:14][CH:13]=2)[CH2:8][CH2:7]1)[CH2:2][CH:3](C)C.[N+](C1C=CC(N2CCNCC2)=CC=1)([O-])=O.C(=O)CC(C)C>>[N+:18]([C:15]1[CH:14]=[CH:13][C:12]([N:9]2[CH2:8][CH2:7][N:6]([CH2:1][CH2:2][CH3:3])[CH2:11][CH2:10]2)=[CH:17][CH:16]=1)([O-:20])=[O:19]. Reported procedure: Following the general procedure described above for the synthesis of 1-isopentyl-4-(4-nitrophenyl)piperazine, treatment of 1-(4-nitrophenyl)piperazine (5.00 g, 24.1 mmol, 1.0 eq) with isovaleraldehyde (4.16 g, 5.18 mL, 48.3 mmol, 3 eq) at RT for 48 h provided the title compound as a yellow solid (5.34 g, 89% recovery, 93% purity as determined by LC/MS analysis @ UV 254 nm detection). In this case, upon addition of hexane (25 mL) to the crude residue, obtained from evaporation of the DCM extract,... Starting materials: C(CC(C)C)N1CCN(CC1)C1=CC=C(C=C1)[N+](=O)[O-] (1-isopentyl-4-(4-nitrophenyl)piperazine), [N+](=O)([O-])C1=CC=C(C=C1)N1CCNCC1 (1-(4-nitrophenyl)piperazine), C(CC(C)C)=O (isovaleraldehyde). Yields the product [N+](=O)([O-])C1=CC=C(C=C1)N1CCN(CC1)CCC (1-(4-Nitrophenyl)-4-propylpiperazine). Reactants: C(C)C1=CC=C(C=C1)[N+](=O)[O-] (4-ethylnitrobenzene), 79.2, ClC(C(=O)Cl)(Cl)Cl (trichloroacetyl chloride), ( I ), C(C1=CC=CC=C1)=O (benzaldehyde), Cl (hydrochloric acid). The reagents and catalysts are [Zn] (zinc). Solvent: O (water), C(C)(=O)O (acetic acid), O (water), O (water), C(C)(=O)O (Acetic acid), C=1(C(=CC=CC1)C)C (Xylene), C=1(C(=CC=CC1)C)C (xylene), CO (methanol). Conditions: temperature 0 celsius, time 1 hour. The product is Cl.NC1=C(C=C(C=C1)CC)O (2-Amino-5-ethylphenol hydrochloride). Reaction SMILES: [CH2:1]([C:3]1[CH:8]=[CH:7][C:6]([N+:9]([O-])=O)=[CH:5][CH:4]=1)[CH3:2].C(=[O:19])C1C=CC=CC=1.[Cl:20]C(Cl)(Cl)C(Cl)=O.Cl>[Zn].C(O)(=O)C.C1(C)C(C)=CC=CC=1.O.CO>[ClH:20].[NH2:9][C:6]1[CH:7]=[CH:8][C:3]([CH2:1][CH3:2])=[CH:4][C:5]=1[OH:19] |f:9.10|. Procedure details: In a 500-mL 3-necked round bottom flask equipped with a stirrer, thermometer, and 15°-20° C. water bath was placed 40 g (0.264 moles, 1.0 equiv.) of 4-ethylnitrobenzene, 230 mL of methanol, 30 mL of water, 30.8 g (0.2904 moles, 1.1 equiv.) of benzaldehyde, and 36.6 g (0.561 moles, 4.25 equiv.) of zinc powder. The reaction mixture, with vigorous stirring, was cooled to 15°-20° C. and the dropwise addition of 79.2 (1.32 moles, 5.0 equiv.) of acetic acid was begun. The reaction mixture was allowed ... Starting materials: ClC1=C(C=C(C=C1)Cl)[C@H]1N(CCN(C1)S(=O)(=O)C=1SC=CC1)C1=CC=C(C=C1)[C@](C(F)(F)F)(C)O ((2S)-2-(4-((2R)-2-(2,5-dichlorophenyl)-4-(2-thiophenylsulfonyl)-1-piperazinyl)phenyl)-1,1,1-trifluoro-2-propanol), C=1N=C(C2=C(N1)N(C=N2)[C@H]3[C@@H]([C@@H]([C@H](O3)COP(=O)(O)OP(=O)(O)OC[C@@H]4[C@H]([C@H]([C@@H](O4)N5C=CCC(=C5)C(=O)N)O)O)O)OP(=O)(O)O)N (NADPH), ClC1=C(C=C(C=C1)Cl)[C@@H]1N(CCN(C1)S(=O)(=O)C=1SC=CC1)C1=CC=C(C=C1)[C@@](C(F)(F)F)(C)O ((2R)-2-(4-((2S)-2-(2,5-dichlorophenyl)-4-(2-thiophenylsulfonyl)-1-piperazinyl)phenyl)-1,1,1-trifluoro-2-propanol), ClC1=C(C=C(C=C1)Cl)[C@H]1N(CCN(C1)S(=O)(=O)C=1SC=CC1)C1=CC=C(C=C1)[C@@](C(F)(F)F)(C)O ((2R)-2-(4-((2R)-2-(2,5-dichlorophenyl)-4-(2-thiophenylsulfonyl)-1-piperazinyl)phenyl)-1,1,1-trifluoro-2-propanol). The product is ClC1=C(C=C(C=C1)Cl)[C@@H]1N(CCN(C1)S(=O)(=O)C=1SC=CC1)C1=CC=C(C=C1)[C@](C(F)(F)F)(C)O ((2S)-2-(4-((2S)-2-(2,5-dichlorophenyl)-4-(2-thiophenylsulfonyl)-1-piperazinyl)phenyl)-1,1,1-trifluoro-2-propanol). Reaction SMILES: [Cl:1][C:2]1[CH:7]=[CH:6][C:5]([Cl:8])=[CH:4][C:3]=1[C@@H:9]1[CH2:14][N:13]([S:15]([C:18]2[S:19][CH:20]=[CH:21][CH:22]=2)(=[O:17])=[O:16])[CH2:12][CH2:11][N:10]1[C:23]1[CH:28]=[CH:27][C:26]([C@@:29]([OH:35])([CH3:34])[C:30]([F:33])([F:32])[F:31])=[CH:25][CH:24]=1.ClC1C=CC(Cl)=CC=1[C@H]1CN(S(C2SC=CC=2)(=O)=O)CCN1C1C=CC([C@](O)(C)C(F)(F)F)=CC=1.ClC1C=CC(Cl)=CC=1[C@@H]1CN(S(C2SC=CC=2)(=O)=O)CCN1C1C=CC([C@](O)(C)C(F)(F)F)=CC=1.C1N=C(N)C2N=CN([C@@H]3O[C@H](COP(OP(OC[C@H]4O[C@@H](N5C=C(C(N)=O)CC=C5)[C@H](O)[C@@H]4O)(O)=O)(O)=O)[C@@H](O)[C@H]3OP(O)(O)=O)C=2N=1>>[Cl:1][C:2]1[CH:7]=[CH:6][C:5]([Cl:8])=[CH:4][C:3]=1[C@H:9]1[CH2:14][N:13]([S:15]([C:18]2[S:19][CH:20]=[CH:21][CH:22]=2)(=[O:16])=[O:17])[CH2:12][CH2:11][N:10]1[C:23]1[CH:28]=[CH:27][C:26]([C@@:29]([OH:35])([CH3:34])[C:30]([F:32])([F:31])[F:33])=[CH:25][CH:24]=1. Reported procedure: (2S)-2-(4-((2R)-2-(2,5-dichlorophenyl)-4-(2-thiophenylsulfonyl)-1-piperazinyl)phenyl)-1,1,1-trifluoro-2-propanol; (2R)-2-(4-((2S)-2-(2,5-dichlorophenyl)-4-(2-thiophenylsulfonyl)-1-piperazinyl)phenyl)-1,1,1-trifluoro-2-propanol; (2R)-2-(4-((2R)-2-(2,5-dichlorophenyl)-4-(2-thiophenylsulfonyl)-1-piperazinyl)phenyl)-1,1,1-trifluoro-2-propanol. 1H NMR (300 MHz, CDCl3) δ 7.63 (d, J=5.0 Hz, 1H), 7.55 (dd, J=3.65, 1.0 Hz, 1H), 7.36 (d, J=8.5 Hz, 2H), 7.29 (d, J=1.8 Hz, 1H), 7.24 (s, 1H), 7.14 (dd, J=4.9...